Dataset: the Open Reaction Database (ORD), a public repository of structured organic reaction records. Task: describe an organic reaction: reactants, conditions, products, and yield Reactants: [H-].[Na+] (Sodium hydride), C(C)C=1SC(=C(N1)C1=CC(=CC=C1)C)C1=CC(=NC=C1)NC(CC1=CC=CC=C1)=O (N-[4-[2-ethyl-4-(3-methylphenyl)-1,3-thiazol-5-yl]-2-pyridyl]phenylacetamide), CI (Methyl iodide), aqueous solution, [Cl-].[NH4+] (ammonium chloride). The solvent is CS(=O)C (dimethyl sulfoxide). Conditions: time 1 hour. Product: C(C)C=1SC(=C(N1)C1=CC(=CC=C1)C)C1=CC(=NC=C1)N(C(CC1=CC=CC=C1)=O)C (N-[4-[2-ethyl-4-(3-methylphenyl)-1,3-thiazol-5-yl]-2-pyridyl]-N-methylphenylacetamide). The yield is 35.1%. RXN SMILES: [H-].[Na+].[CH2:3]([C:5]1[S:6][C:7]([C:17]2[CH:22]=[CH:21][N:20]=[C:19]([NH:23][C:24](=[O:32])[CH2:25][C:26]3[CH:31]=[CH:30][CH:29]=[CH:28][CH:27]=3)[CH:18]=2)=[C:8]([C:10]2[CH:15]=[CH:14][CH:13]=[C:12]([CH3:16])[CH:11]=2)[N:9]=1)[CH3:4].[CH3:33]I.[Cl-].[NH4+]>CS(C)=O>[CH2:3]([C:5]1[S:6][C:7]([C:17]2[CH:22]=[CH:21][N:20]=[C:19]([N:23]([CH3:33])[C:24](=[O:32])[CH2:25][C:26]3[CH:31]=[CH:30][CH:29]=[CH:28][CH:27]=3)[CH:18]=2)=[C:8]([C:10]2[CH:15]=[CH:14][CH:13]=[C:12]([CH3:16])[CH:11]=2)[N:9]=1)[CH3:4] |f:0.1,4.5|. Procedure details: Sodium hydride (60% paraffin dispersion, 58 mg, 1.5 mmol) was added to a solution of N-[4-[2-ethyl-4-(3-methylphenyl)-1,3-thiazol-5-yl]-2-pyridyl]phenylacetamide (0.50 g, 1.2 mmol) in dimethyl sulfoxide (5 mL) and the mixture was stirred at room temperature for 1 hour. Methyl iodide (0.09 mL, 1.5 mmol) was added to this reaction solution and the mixture was stirred at room temperature for 1 hour. A 10% aqueous solution of ammonium chloride was added to the reaction mixture and the mixture was ex... Starting materials: C1CCOC1, CN1CCN(c2ccc(NC(=O)c3ccc(-c4cccc5ccccc45)c4nccnc34)cc2)CC1, CO, CO, CN1CCN(Cc2c[nH]c([N+](=O)[O-])n2)CC1, CO, ClCCl. Product: CN1CCN(Cc2c[nH]c(NC(=O)c3ccc(-c4cccc5ccccc45)c4nccnc34)n2)CC1. Reaction SMILES: [CH2:39]1[O:40][CH2:41][CH2:42][CH2:43]1.[CH3:1][N:2]1[CH2:3][CH2:4][N:5]([c:6]2[cH:7][cH:8][c:9]([NH:10][C:15](=[O:16])[c:17]3[c:18]4[n:19][cH:20][cH:21][n:22][c:23]4[c:24](-[c:27]4[cH:28][cH:29][cH:30][c:31]5[cH:32][cH:33][cH:34][cH:35][c:36]45)[cH:25][cH:26]3)[cH:11][cH:12]2)[CH2:13][CH2:14]1.[CH3:37][OH:38].[CH3:44][OH:45].[CH3:46][N:47]1[CH2:48][CH2:49][N:50]([CH2:53][c:54]2[n:55][c:56]([N+:59]([O-:60])=[O:61])[nH:57][cH:58]2)[CH2:51][CH2:52]1.[CH3:65][OH:66].[Cl:62][CH2:63][Cl:64]>>[C:15](=[O:16])([c:17]1[c:18]2[n:19][cH:20][cH:21][n:22][c:23]2[c:24](-[c:27]2[cH:28][cH:29][cH:30][c:31]3[cH:32][cH:33][cH:34][cH:35][c:36]23)[cH:25][cH:26]1)[NH:59][c:56]1[n:55][c:54]([CH2:53][N:50]2[CH2:49][CH2:48][N:47]([CH3:46])[CH2:52][CH2:51]2)[cH:58][nH:57]1. Reactants: CN(C)C=O, CCOC(C)=O, ClCCl, O=C(O)CNC(=O)c1cc2cc(Cl)ccc2[nH]1, Cl, OC1CCNCC1. The product is O=C(NCC(=O)N1CCC(O)CC1)c1cc2cc(Cl)ccc2[nH]1. Reaction SMILES: [CH3:28][N:29]([CH3:30])[CH:31]=[O:32].[CH3:34][CH2:35][O:36][C:37](=[O:38])[CH3:39].[Cl:25][CH2:26][Cl:27].[Cl:8][c:9]1[cH:10][c:11]2[cH:12][c:13]([C:18](=[O:19])[NH:20][CH2:21][C:22](=[O:23])[OH:24])[nH:14][c:15]2[cH:16][cH:17]1.[ClH:33].[OH:1][CH:2]1[CH2:3][CH2:4][NH:5][CH2:6][CH2:7]1>>[OH:1][CH:2]1[CH2:3][CH2:4][N:5]([C:22]([CH2:21][NH:20][C:18]([c:13]2[cH:12][c:11]3[cH:10][c:9]([Cl:8])[cH:17][cH:16][c:15]3[nH:14]2)=[O:19])=[O:23])[CH2:6][CH2:7]1. The reactants are O (water), ClC(=O)OCC (ethyl chloroformate), NC=1C=CC(=C(C#N)C1)Cl (5-amino-2-chlorobenzonitrile), N1=CC=CC=C1 (pyridine). The solvent is C(Cl)Cl (methylene chloride), C(Cl)Cl (methylene chloride). Conditions: temperature 0 celsius, time 1 hour. Product: ClC1=C(C=C(C=C1)NC(OCC)=O)C#N (ethyl 4-chloro-3-cyanophenylcarbamate). Isolated yield 94.5%. Reaction SMILES: Cl[C:2]([O:4][CH2:5][CH3:6])=[O:3].[NH2:7][C:8]1[CH:9]=[CH:10][C:11]([Cl:16])=[C:12]([CH:15]=1)[C:13]#[N:14].N1C=CC=CC=1.O>C(Cl)Cl>[Cl:16][C:11]1[CH:10]=[CH:9][C:8]([NH:7][C:2](=[O:3])[O:4][CH2:5][CH3:6])=[CH:15][C:12]=1[C:13]#[N:14]. Reported procedure: A solution of ethyl chloroformate (3.68 g) in methylene chloride (5 ml) is added dropwise in about 20 minutes to a mixture of 5-amino-2-chlorobenzonitrile (5.2 g) and pyridine (2.77 g) in methylene chloride (75 ml), cooled to 0° C. and maintained in an inert atmosphere. At the end of the addition, the solution is stirred for 1 hour at 0° C. and is then brought to room temperature. At the end of the reaction, the mixture is poured into water (100 ml) and extracted with methylene chloride (2×80 ml... Reactants: ClC1=CC=C(N)C=C1 (p-Chloroaniline), ClCC(=O)Cl (chloroacetyl chloride). Solvent: C(C)(=O)OCC (ethyl acetate). Conditions: time 1 hour. Yields the product ClCC(=O)NC1=CC=C(C=C1)Cl (2-Chloro-N-(4-chlorophenyl)acetamide). Reaction SMILES: [Cl:1][C:2]1[CH:8]=[CH:7][C:5]([NH2:6])=[CH:4][CH:3]=1.[Cl:9][CH2:10][C:11](Cl)=[O:12]>C(OCC)(=O)C>[Cl:9][CH2:10][C:11]([NH:6][C:5]1[CH:7]=[CH:8][C:2]([Cl:1])=[CH:3][CH:4]=1)=[O:12]. Reported procedure: p-Chloroaniline (3.82 g) was dissolved in ethyl acetate (30 ml), and chloroacetyl chloride (2.39 ml) was added at room temperature to stir the mixture for 1 hour. After the reaction mixture was heated and stirred at 60° C. for 3.5 hours, crystals deposited were collected by filtration to obtain the title compound (4.78 g). The filtrate was concentrated to about 1/4, and crystals deposited were collected by filtration to obtain the title compound (1.01 g). The reactants are OCCCCOc1c(Cl)cc(OCc2ccccc2)cc1Cl, [H][H]. The product is OCCCCOc1c(Cl)cc(O)cc1Cl. RXN SMILES: [Cl:1][c:2]1[c:3]([O:4][CH2:5][CH2:6][CH2:7][CH2:8][OH:9])[c:10]([Cl:22])[cH:11][c:12]([O:14][CH2:15][c:16]2[cH:17][cH:18][cH:19][cH:20][cH:21]2)[cH:13]1.[H:23][H:24]>>[Cl:1][c:2]1[c:3]([O:4][CH2:5][CH2:6][CH2:7][CH2:8][OH:9])[c:10]([Cl:22])[cH:11][c:12]([OH:14])[cH:13]1. RXN SMILES: [CH3:13][c:14]1[cH:15][cH:16][cH:17][cH:18][cH:19]1.[Cl:1][C:2]([Cl:3])([O:4][C:5]([O:6][C:7]([Cl:8])([Cl:9])[Cl:10])=[O:11])[Cl:12].[Cl:31][CH2:32][Cl:33].[F:20][C:21]([c:22]1[cH:23][c:24]([NH2:25])[cH:26][cH:27][cH:28]1)([F:29])[F:30]>>[C:5](=[O:11])=[N:25][c:24]1[cH:23][c:22]([C:21]([F:20])([F:29])[F:30])[cH:28][cH:27][cH:26]1. Yields the product O=C=Nc1cccc(C(F)(F)F)c1. The reactants are Cc1ccccc1, O=C(OC(Cl)(Cl)Cl)OC(Cl)(Cl)Cl, ClCCl, Nc1cccc(C(F)(F)F)c1. Solvent: C1CCOC1 (THF). Reaction SMILES: C([O:3][C:4]([C:6]1[CH:7]=[N:8][N:9]([CH2:11][C:12]2[CH:17]=[CH:16][CH:15]=[CH:14][CH:13]=2)[CH:10]=1)=[O:5])C.[Li+].[OH-].Cl>C1COCC1>[CH2:11]([N:9]1[CH:10]=[C:6]([C:4]([OH:5])=[O:3])[CH:7]=[N:8]1)[C:12]1[CH:17]=[CH:16][CH:15]=[CH:14][CH:13]=1 |f:1.2|. Yields the product C(C1=CC=CC=C1)N1N=CC(=C1)C(=O)O (1-Benzyl-1H-pyrazole-4-carboxylic acid). Procedure details: This known compound [CAS Reg. No. 401647-24-3] was made from 1-benzyl-1 H-pyrazole-4-carboxylic acid ethyl ester by saponification: 1-benzyl-1H-pyrazole-4-carboxylic acid ethyl ester (2.35 g) was dissolved in dry THF (25 mL) and then a 1M aqueous solution of LiOH (15.31 mL) was added. The mixture was stirred at 60° C. for 2.5 hours and analyzed by TLC: starting material was still visible. Another batch of LiOH monohydrate (1.29 g) was added and the mixture was allowed to stir at room temperature... Reactants: ice water, C(C)OC(=O)C=1C=NN(C1)CC1=CC=CC=C1 (1-benzyl-1 H-pyrazole-4-carboxylic acid ethyl ester), LiOH monohydrate, Cl (HCl), aqueous solution, [Li+].[OH-] (LiOH), C(C)OC(=O)C=1C=NN(C1)CC1=CC=CC=C1 (1-benzyl-1H-pyrazole-4-carboxylic acid ethyl ester). Reaction conditions: temperature 60 celsius, time 2.5 hour. Starting materials: C(#N)N1[C@H]2[C@@H]3CCC(C[C@@]3(C=3C=C(C=CC3C2)OC)CC1)=O (17-cyano-3-methoxymorphinan-6-one), Cl (HCl). Yields the product Cl.COC=1C=CC=2C[C@@H]3[C@@H]4CCC(C[C@@]4(C2C1)CCN3)=O (3-Methoxymorphinan-6-one Hydrochloride). Reaction SMILES: C([N:3]1[CH2:21][CH2:20][C@@:10]23[C:11]4[CH:12]=[C:13]([O:18][CH3:19])[CH:14]=[CH:15][C:16]=4[CH2:17][C@@H:4]1[C@@H:5]2[CH2:6][CH2:7][C:8](=[O:22])[CH2:9]3)#N.[ClH:23]>>[ClH:23].[CH3:19][O:18][C:13]1[CH:14]=[CH:15][C:16]2[CH2:17][C@H:4]3[NH:3][CH2:21][CH2:20][C@@:10]4([C:11]=2[CH:12]=1)[C@H:5]3[CH2:6][CH2:7][C:8](=[O:22])[CH2:9]4 |f:2.3|. Reported procedure: A suspension of 17-cyano-3-methoxymorphinan-6-one (6.9 g; prepared in Part B) in 200 ml of 2 N HCl was refluxed for 8 hours. The resulting solution was treated as in Example 1C to yield 5.2 g of crystalline product, mp 190°-200° C. An additional 0.9 g was obtained from the mother liquor. Total yield was 6.1 g (85%).